This data is from the Open Reaction Database (ORD), a public repository of structured organic reaction records. The task is: describe an organic reaction: reactants, conditions, products, and yield Reactants: Cc1ncc(CN2CC(C)C(c3nc4c(cnn4C4CCOCC4)c(=O)[nH]3)C2)cn1, Cc1nn(C2CCOCC2)c2nc(C3CNCC3C)[nH]c(=O)c12. Yields the product Cc1ncc(CN2CC(C)C(c3nc4c(c(C)nn4C4CCOCC4)c(=O)[nH]3)C2)cn1. Reaction SMILES: [CH3:1][CH:2]1[CH:3]([c:15]2[nH:16][c:17](=[O:30])[c:18]3[c:19]([n:20]2)[n:21]([CH:24]2[CH2:25][CH2:26][O:27][CH2:28][CH2:29]2)[n:22][cH:23]3)[CH2:4][N:5]([CH2:7][c:8]2[cH:9][n:10][c:11]([CH3:14])[n:12][cH:13]2)[CH2:6]1.[CH3:31][c:32]1[c:33]2[c:34](=[O:35])[nH:36][c:37]([CH:38]3[CH:39]([CH3:40])[CH2:41][NH:42][CH2:43]3)[n:44][c:45]2[n:46]([CH:47]2[CH2:48][CH2:49][O:50][CH2:51][CH2:52]2)[n:53]1>>[CH3:1][CH:2]1[CH:3]([c:15]2[nH:16][c:17](=[O:30])[c:18]3[c:19]([n:20]2)[n:21]([CH:24]2[CH2:25][CH2:26][O:27][CH2:28][CH2:29]2)[n:22][c:23]3[CH3:31])[CH2:4][N:5]([CH2:7][c:8]2[cH:9][n:10][c:11]([CH3:14])[n:12][cH:13]2)[CH2:6]1. Starting materials: COc1cc2ncnc(Nc3cccc(Br)c3)c2cc1OC(C)=O, CO, [NH4+], [OH-]. Product: COc1cc2ncnc(Nc3cccc(Br)c3)c2cc1O. RXN SMILES: [C:1](=[O:2])([CH3:3])[O:4][c:5]1[cH:6][c:7]2[c:8]([NH:17][c:18]3[cH:19][c:20]([Br:24])[cH:21][cH:22][cH:23]3)[n:9][cH:10][n:11][c:12]2[cH:13][c:14]1[O:15][CH3:16].[CH3:27][OH:28].[NH4+:26].[OH-:25]>>[OH:4][c:5]1[cH:6][c:7]2[c:8]([NH:17][c:18]3[cH:19][c:20]([Br:24])[cH:21][cH:22][cH:23]3)[n:9][cH:10][n:11][c:12]2[cH:13][c:14]1[O:15][CH3:16]. Reactants: [Li]C(C)(C)C, CCCC[Sn](Cl)(CCCC)CCCC, CCOC(C)=O, CC(C)[Si](c1ncco1)(C(C)C)C(C)C, C1CCOC1. Yields the product CCCC[Sn](CCCC)(CCCC)c1cnc([Si](C(C)C)(C(C)C)C(C)C)o1. Reaction SMILES: [C:1]([Li:2])([CH3:3])([CH3:4])[CH3:5].[CH2:21]([CH2:22][CH2:23][CH3:24])[Sn:25]([CH2:26][CH2:27][CH2:28][CH3:29])([CH2:30][CH2:31][CH2:32][CH3:33])[Cl:34].[CH3:40][CH2:41][O:42][C:43](=[O:44])[CH3:45].[CH:6]([CH3:7])([CH3:8])[Si:9]([c:10]1[o:11][cH:12][cH:13][n:14]1)([CH:15]([CH3:16])[CH3:17])[CH:18]([CH3:19])[CH3:20].[O:35]1[CH2:36][CH2:37][CH2:38][CH2:39]1>>[CH:6]([CH3:7])([CH3:8])[Si:9]([c:10]1[o:11][c:12]([Sn:25]([CH2:21][CH2:22][CH2:23][CH3:24])([CH2:26][CH2:27][CH2:28][CH3:29])[CH2:30][CH2:31][CH2:32][CH3:33])[cH:13][n:14]1)([CH:15]([CH3:16])[CH3:17])[CH:18]([CH3:19])[CH3:20]. Starting materials: FC(=C(F)F)F (Tetrafluoroethylene), S(=O)(=O)(OC)OC (dimethyl sulfate), C[O-].[Na+] (sodium methoxide), C(OC)(OC)=O (dimethyl carbonate), FC(=C(F)F)F (tetrafluoroethylene). The solvent is O1CCCC1 (tetrahydrofuran). Reaction conditions: temperature 40 celsius. Yields the product COC(C(C(C(C(OC)(F)F)(F)F)(F)F)(OC)OC)(F)F (1,2,2,5-tetramethoxyoctafluoropentane). Isolated yield 52.0%. Reaction SMILES: [CH3:1][O-:2].[Na+].[C:4](=O)([O:7][CH3:8])[O:5][CH3:6].[F:10][C:11]([F:15])=[C:12]([F:14])[F:13].S([O:21][CH3:22])(OC)(=O)=O>O1CCCC1>[CH3:1][O:2][C:12]([F:14])([F:13])[C:4]([O:5][CH3:6])([O:7][CH3:8])[C:11]([F:15])([F:10])[C:12]([F:14])([F:13])[C:11]([F:15])([F:10])[O:21][CH3:22] |f:0.1|. Procedure: A mixture of 27.0 g (0.50 mol) of sodium methoxide, 56.0 g (0.62 mol) of dimethyl carbonate, and 100 ml of dry tetrahydrofuran was agitated in a 350 ml tube under 1-3 atm of tetrafluoroethylene. Tetrafluoroethylene was pressured in as consumed until 110 g (1.1 mol) had been added. The mildly exothermic reaction kept the temperature near 35° C.; after the addition, the reaction mixture was heated at 40° C. for 1 hour. The viscous solution from this reaction was treated directly with 75.6 g (0.60 ...